From a dataset of the Open Reaction Database (ORD), a public repository of structured organic reaction records. describe an organic reaction: reactants, conditions, products, and yield The reactants are C(C)(C)(C)OC(=O)N1C(C2=C(CC1)NC(=C2)C2=NC(=NC=C2)N)=O (2-(2-amino-pyrimidin-4-yl)-4-oxo-1,4,6,7-tetrahydro-pyrrolo[3,2-c]-pyridine-5-carboxylic acid tert-butyl ester), TEA, O1C(=CC=C1)C(=O)Cl (2-furane-carbonylchloride), C(Cl)Cl (DCM), [OH-].[Na+] (NaOH), Cl (HCl). Run at time 3 hour. Product: C(C)(C)(C)OC(=O)N1C(C2=C(CC1)N(C(=C2)C2=NC(=NC=C2)NC(=O)C=2OC=CC2)C)=O (2-{2-[(furan-2-carbonyl)-amino]-pyrimidin-4-yl}-1-methyl-4-oxo-1,4,6,7-tetrahydro-pyrrolo[3,2-c]pyridine-5-carboxylic acid tert-butyl ester). The yield is 24.0%. Reaction SMILES: [C:1]([O:5][C:6]([N:8]1[CH2:13][CH2:12][C:11]2[NH:14][C:15]([C:17]3[CH:22]=[CH:21][N:20]=[C:19]([NH2:23])[N:18]=3)=[CH:16][C:10]=2[C:9]1=[O:24])=[O:7])([CH3:4])([CH3:3])[CH3:2].[O:25]1[CH:29]=[CH:28][CH:27]=[C:26]1[C:30](Cl)=[O:31].[OH-].[Na+].Cl.[CH2:36](Cl)Cl>>[C:1]([O:5][C:6]([N:8]1[CH2:13][CH2:12][C:11]2[N:14]([CH3:36])[C:15]([C:17]3[CH:22]=[CH:21][N:20]=[C:19]([NH:23][C:30]([C:26]4[O:25][CH:29]=[CH:28][CH:27]=4)=[O:31])[N:18]=3)=[CH:16][C:10]=2[C:9]1=[O:24])=[O:7])([CH3:4])([CH3:2])[CH3:3] |f:2.3|. Procedure details: To a solution of 2-(2-amino-pyrimidin-4-yl)-4-oxo-1,4,6,7-tetrahydro-pyrrolo[3,2-c]-pyridine-5-carboxylic acid tert-butyl ester (prepared as described in Example 9) (0.255 mmol, 1 eq) in 2.5 mL of dry DCM and TEA (1.617 mmol, 6.3 eq) under argon atmosphere, 2-furane-carbonylchloride (0.803 mmol, 3.15 eq) was added at room temperature within 10 minutes. After stirring for 3 h at room temperature, the solvent was evaporated, the crude dissolved in 2 ml of MeOH and treated with 2.1 equivalents of N... Reactants: [Si](C)(C)(C(C)(C)C)OC[C@H]1N(C[C@H](C(=C1)C)O)C(=O)OC(C)(C)C ((2S,5S)-tert-butyl 2-((tert-butyldimethylsilyloxy)methyl)-5-hydroxy-4-methyl-5,6-dihydropyridine-1(2H)-carboxylate), [Si](C)(C)(C(C)(C)C)OC[C@H]1N(CC(C(=C1)C(C)C)=O)C(=O)OC(C)(C)C ((S)-tert-butyl 2-((tert-butyldimethylsilyloxy)methyl)-4-isopropyl-5-oxo-5,6-dihydropyridine-1(2H)-carboxylate), [Si](C)(C)(C(C)(C)C)OC[C@H]1N(CC(C(=C1)C(C)C)=O)C(=O)OC(C)(C)C ((S)-tert-butyl 2-((tert-butyldimethylsilyloxy)methyl)-4-isopropyl-5-oxo-5,6-dihydropyridine-1(2H)-carboxylate). Product: [Si](C)(C)(C(C)(C)C)OC[C@H]1N(C[C@H](C(=C1)C(C)C)O)C(=O)OC(C)(C)C ((2S,5S)-tert-butyl 2-((tert-butyldimethylsilyloxy)methyl)-5-hydroxy-4-isopropyl-5,6-dihydropyridine-1(2H)-carboxylate), oil. The yield is 69.0%. Reaction SMILES: [Si:1]([O:8][CH2:9][C@@H:10]1[CH:15]=[C:14]([CH:16]([CH3:18])[CH3:17])[C:13](=[O:19])[CH2:12][N:11]1[C:20]([O:22][C:23]([CH3:26])([CH3:25])[CH3:24])=[O:21])([C:4]([CH3:7])([CH3:6])[CH3:5])([CH3:3])[CH3:2].[Si](OC[C@@H]1C=C(C)[C@H](O)CN1C(OC(C)(C)C)=O)(C(C)(C)C)(C)C>>[Si:1]([O:8][CH2:9][C@@H:10]1[CH:15]=[C:14]([CH:16]([CH3:18])[CH3:17])[C@H:13]([OH:19])[CH2:12][N:11]1[C:20]([O:22][C:23]([CH3:25])([CH3:24])[CH3:26])=[O:21])([C:4]([CH3:5])([CH3:6])[CH3:7])([CH3:3])[CH3:2]. Reported procedure: The title compound was prepared from (S)-tert-butyl 2-((tert-butyldimethylsilyloxy)methyl)-4-isopropyl-5-oxo-5,6-dihydropyridine-1(2H)-carboxylate (Intermediate 35, 0.667 g, 1.74 mmol) following the procedure described for Intermediate 8. The desired product was obtained as a colorless oil (0.464 g, 69%).